Dataset: the Open Reaction Database (ORD), a public repository of structured organic reaction records. Task: describe an organic reaction: reactants, conditions, products, and yield Starting materials: solvent, ethyl esters, keto-ester, C(C(=O)OCC)(=O)OCC (diethyl oxalate), O=C(C(=O)OCC)C(C)C=1SC=CC1 (ethyl 2-oxo-(2-thienyl)-butyrate). The product is O=C(C(=O)OCC)CCC=1SC=CC1 (Ethyl 2-oxo-4-(2-thienyl)-butyrate). As a reaction SMILES: [C:1]([O:8][CH2:9][CH3:10])(=[O:7])[C:2]([O:4]CC)=O.O=[C:12]([CH:18]([C:20]1[S:21][CH:22]=[CH:23][CH:24]=1)C)C(OCC)=O>>[O:4]=[C:2]([CH2:12][CH2:18][C:20]1[S:21][CH:22]=[CH:23][CH:24]=1)[C:1]([O:8][CH2:9][CH3:10])=[O:7]. Procedure: A mixture of phosphorous tribromide (18.95 g) and pyridine (3.76 cc) in 10 ml of benzene is chilled to -5° C. and treated with a solution of 2-(2-thienyl)-ethanol (25 g) in 10 ml of benzene containing 1.25 cc of pyridine at such a rate that the reaction temperature never exceeds 0° C. The mixture is then allowed to come to room temperature while stirring overnight. The reaction mixture is then concentrated on a water pump at 30°-40° C. to remove solvent and other volatiles, and the residue Clais... The reactants are CCCC[N+](CCCC)(CCCC)CCCC, CC(C)[Si](C(C)C)(C(C)C)N1C=C2C=C(C=O)OCC3=C2C(=C1)CC3N(C)C, CCOC(C)=O, [F-], C1CCOC1, O. Product: CN(C)C1CC2=CNC=C3C=C(C=O)OCC1=C32. As a reaction SMILES: [CH2:2]([N+:3]([CH2:4][CH2:5][CH2:6][CH3:7])([CH2:8][CH2:9][CH2:10][CH3:11])[CH2:12][CH2:13][CH2:14][CH3:15])[CH2:16][CH2:17][CH3:18].[CH3:19][N:20]([CH:21]1[CH2:22][C:23]2=[CH:35][N:34]([Si:36]([CH:37]([CH3:38])[CH3:39])([CH:40]([CH3:41])[CH3:42])[CH:43]([CH3:44])[CH3:45])[CH:33]=[C:25]3[C:24]2=[C:30]1[CH2:29][O:28][C:27]([CH:31]=[O:32])=[CH:26]3)[CH3:46].[CH3:53][CH2:54][O:55][C:56](=[O:57])[CH3:58].[F-:1].[O:47]1[CH2:48][CH2:49][CH2:50][CH2:51]1.[OH2:52]>>[CH3:19][N:20]([CH:21]1[CH2:22][C:23]2=[CH:35][NH:34][CH:33]=[C:25]3[C:24]2=[C:30]1[CH2:29][O:28][C:27]([CH:31]=[O:32])=[CH:26]3)[CH3:46]. Starting materials: CCC(C)C(NC(=O)OC(C)(C)C)C(=O)O, C1COCCN1, CO, ClC(Cl)Cl, CC(NC(=O)Cc1cccc([N+](=O)[O-])c1)C(=O)O, CCC(C)C(N)C(=O)N1CCOCC1. Yields the product CCC(C)C(NC(=O)C(C)NC(=O)Cc1cccc([N+](=O)[O-])c1)C(=O)N1CCOCC1. As a reaction SMILES: [C:33]([NH:34][CH:35]([C:36]([OH:37])=[O:38])[CH:39]([CH2:40][CH3:41])[CH3:42])([O:43][C:44]([CH3:45])([CH3:46])[CH3:47])=[O:48].[CH2:49]1[NH:50][CH2:51][CH2:52][O:53][CH2:54]1.[CH3:59][OH:60].[Cl:55][CH:56]([Cl:57])[Cl:58].[N+:1](=[O:2])([O-:3])[c:4]1[cH:5][c:6]([CH2:10][C:11](=[O:12])[NH:13][CH:14]([CH3:15])[C:16](=[O:17])[OH:18])[cH:7][cH:8][cH:9]1.[NH2:19][CH:20]([CH:21]([CH3:22])[CH2:23][CH3:24])[C:25](=[O:26])[N:27]1[CH2:28][CH2:29][O:30][CH2:31][CH2:32]1>>[N+:1](=[O:2])([O-:3])[c:4]1[cH:5][c:6]([CH2:10][C:11](=[O:12])[NH:13][CH:14]([CH3:15])[C:16](=[O:18])[NH:19][CH:20]([CH:21]([CH3:22])[CH2:23][CH3:24])[C:25](=[O:26])[N:27]2[CH2:28][CH2:29][O:30][CH2:31][CH2:32]2)[cH:7][cH:8][cH:9]1. The reactants are CC1CN(C(=O)OC(C)(C)C)CC2Cc3ccc(Br)nc3N12, O=C([O-])[O-], CCB(CC)CC, C1CCOC1, CN(C)C=O, [K+], [K+], O. Product: CCc1ccc2c(n1)N1C(C)CN(C(=O)OC(C)(C)C)CC1C2. As a reaction SMILES: [C:1]([CH3:2])([CH3:3])([CH3:4])[O:5][C:6](=[O:7])[N:8]1[CH2:9][CH:10]2[CH2:11][c:12]3[cH:13][cH:14][c:15]([Br:22])[n:16][c:17]3[N:18]2[CH:19]([CH3:21])[CH2:20]1.[C:30](=[O:31])([O-:32])[O-:33].[CH2:23]([CH3:24])[B:25]([CH2:26][CH3:27])[CH2:28][CH3:29].[CH2:42]1[O:43][CH2:44][CH2:45][CH2:46]1.[CH3:37][N:38]([CH3:39])[CH:40]=[O:41].[K+:34].[K+:35].[OH2:36]>>[C:1]([CH3:2])([CH3:3])([CH3:4])[O:5][C:6](=[O:7])[N:8]1[CH2:9][CH:10]2[CH2:11][c:12]3[cH:13][cH:14][c:15]([CH2:23][CH3:24])[n:16][c:17]3[N:18]2[CH:19]([CH3:21])[CH2:20]1. Reactants: CC(=O)[O-], CC(=O)[O-], CCC(CC)(c1ccc(C=CC(O)(C(F)(F)F)C(F)(F)F)c(C)c1)c1ccc(B2OC(C)(C)C(C)(C)O2)c(C)c1, COC(=O)Cc1ccc(Cl)cc1Cl, Cc1ccccc1, COc1cccc(OC)c1-c1ccccc1P(C1CCCCC1)C1CCCCC1, [K+], [K+], [K+], O, O=P([O-])([O-])[O-], [Pd+2]. Yields the product CCC(CC)(c1ccc(C=CC(O)(C(F)(F)F)C(F)(F)F)c(C)c1)c1ccc(-c2ccc(CC(=O)OC)c(Cl)c2)c(C)c1. RXN SMILES: [C:103]([O-:104])(=[O:105])[CH3:106].[C:98]([O-:99])(=[O:100])[CH3:101].[CH2:51]([CH3:52])[C:53]([CH2:54][CH3:55])([c:56]1[cH:57][c:58]([CH3:71])[c:59]([B:62]2[O:63][C:64]([CH3:65])([CH3:66])[C:67]([CH3:68])([CH3:69])[O:70]2)[cH:60][cH:61]1)[c:72]1[cH:73][c:74]([CH3:90])[c:75]([CH:78]=[CH:79][C:80]([C:81]([F:82])([F:83])[F:84])([OH:85])[C:86]([F:87])([F:88])[F:89])[cH:76][cH:77]1.[CH3:1][O:2][C:3]([CH2:4][c:5]1[c:6]([Cl:12])[cH:7][c:8]([Cl:11])[cH:9][cH:10]1)=[O:13].[CH3:91][c:92]1[cH:93][cH:94][cH:95][cH:96][cH:97]1.[CH:14]1([P:15]([CH:16]2[CH2:17][CH2:18][CH2:19][CH2:20][CH2:21]2)[c:22]2[cH:23][cH:24][cH:25][cH:26][c:27]2-[c:28]2[c:29]([O:30][CH3:31])[cH:32][cH:33][cH:34][c:35]2[O:36][CH3:37])[CH2:38][CH2:39][CH2:40][CH2:41][CH2:42]1.[K+:48].[K+:49].[K+:50].[OH2:107].[P:43]([O-:44])([O-:45])([O-:46])=[O:47].[Pd+2:102]>>[CH3:1][O:2][C:3]([CH2:4][c:5]1[c:6]([Cl:12])[cH:7][c:8](-[c:59]2[c:58]([CH3:71])[cH:57][c:56]([C:53]([CH2:51][CH3:52])([CH2:54][CH3:55])[c:72]3[cH:73][c:74]([CH3:90])[c:75]([CH:78]=[CH:79][C:80]([C:81]([F:82])([F:83])[F:84])([OH:85])[C:86]([F:87])([F:88])[F:89])[cH:76][cH:77]3)[cH:61][cH:60]2)[cH:9][cH:10]1)=[O:13]. Starting materials: CN1CCOCC1, CCc1[nH]c(C(=O)O)nc1Cl, CCOC(=O)c1sc(N2CC(CN)C2)nc1C, On1nnc2ccccc21. Yields the product CCOC(=O)c1sc(N2CC(CNC(=O)c3nc(Cl)c(CC)[nH]3)C2)nc1C. As a reaction SMILES: [CH3:39][N:40]1[CH2:41][CH2:42][O:43][CH2:44][CH2:45]1.[Cl:18][c:19]1[n:20][c:21]([C:26](=[O:27])[OH:28])[nH:22][c:23]1[CH2:24][CH3:25].[NH2:1][CH2:2][CH:3]1[CH2:4][N:5]([c:7]2[s:8][c:9]([C:13](=[O:14])[O:15][CH2:16][CH3:17])[c:10]([CH3:12])[n:11]2)[CH2:6]1.[OH:29][n:30]1[c:31]2[cH:32][cH:33][cH:34][cH:35][c:36]2[n:37][n:38]1>>[NH:1]([CH2:2][CH:3]1[CH2:4][N:5]([c:7]2[s:8][c:9]([C:13](=[O:14])[O:15][CH2:16][CH3:17])[c:10]([CH3:12])[n:11]2)[CH2:6]1)[C:26]([c:21]1[n:20][c:19]([Cl:18])[c:23]([CH2:24][CH3:25])[nH:22]1)=[O:27]. The reactants are COC=1C=C(C(=O)O)C=CC1CN1CC(NCC1)=O (3-methoxy-4-(3-oxopiperazin-1-ylmethyl)benzoic acid), CN(C)C(=[N+](C)C)ON1C2=C(C=CC=C2)N=N1.[B-](F)(F)(F)F (TBTU), C(C)(C)N(CC)C(C)C (diisopropylethylamine), ClC1=CC2=C(NC(=N2)[C@H](C)N)C=C1 ((1S)-1-(5-chloro-1H-benzimidazol-2-yl)ethylamine), ClCl (chlorine), C22H24ClN5O3, ClCl (chlorine). Solvent: O1CCCC1 (tetrahydrofuran), ClCCl.C(C)O (dichloromethane ethanol). Yields the product ClC1=CC2=C(NC(=N2)[C@H](C)NC(C2=CC(=C(C=C2)CN2CC(NCC2)=O)OC)=O)C=C1 (N-[(1S)-1-(5-chloro-1H-benzimidazol-2-yl)ethyl]-3-methoxy-4-(3-oxopiperazin 1-ylmethyl)benzamide). Yield: 35.0%. Reaction SMILES: [CH3:1][O:2][C:3]1[CH:4]=[C:5]([CH:9]=[CH:10][C:11]=1[CH2:12][N:13]1[CH2:18][CH2:17][NH:16][C:15](=[O:19])[CH2:14]1)[C:6]([OH:8])=O.CN(C(ON1N=NC2C=CC=CC1=2)=[N+](C)C)C.[B-](F)(F)(F)F.C(N(C(C)C)CC)(C)C.[Cl:51][C:52]1[CH:63]=[CH:62][C:55]2[NH:56][C:57]([C@@H:59]([NH2:61])[CH3:60])=[N:58][C:54]=2[CH:53]=1.ClCl>O1CCCC1.ClCCl.C(O)C>[Cl:51][C:52]1[CH:63]=[CH:62][C:55]2[NH:56][C:57]([C@@H:59]([NH:61][C:6](=[O:8])[C:5]3[CH:9]=[CH:10][C:11]([CH2:12][N:13]4[CH2:18][CH2:17][NH:16][C:15](=[O:19])[CH2:14]4)=[C:3]([O:2][CH3:1])[CH:4]=3)[CH3:60])=[N:58][C:54]=2[CH:53]=1 |f:1.2,7.8|. Procedure: Prepared analogously to Example 1g from 3-methoxy-4-(3-oxopiperazin-1-ylmethyl)benzoic acid, TBTU, diisopropylethylamine and (1S)-1-(5-chloro-1H-benzimidazol-2-yl)ethylamine in tetrahydrofuran. Yield: 35%; Rf value: 0.39 (silica gel; dichloromethane/ethanol=4:1); C22H24ClN5O3 (441.92); mass spectrum: (M+H)+=442/444 (chlorine isotope) and (M−H)-=440/442 (chlorine isotope).